From a dataset of the Open Reaction Database (ORD), a public repository of structured organic reaction records. describe an organic reaction: reactants, conditions, products, and yield The reactants are C1(C=CCCC1)=O (cyclohexenone), C1(=CC=CC=C1)B(O)O (phenylboronic acid). Product: C1(=CC=CC=C1)C1C(CCCC1)=O (2-phenyl cyclohexanone). As a reaction SMILES: [C:1]1(=[O:7])[CH2:6][CH2:5][CH2:4][CH:3]=[CH:2]1.[C:8]1(B(O)O)[CH:13]=[CH:12][CH:11]=[CH:10][CH:9]=1>>[C:8]1([CH:2]2[CH2:3][CH2:4][CH2:5][CH2:6][C:1]2=[O:7])[CH:13]=[CH:12][CH:11]=[CH:10][CH:9]=1. Procedure details: Lastly, to examine the utility of the catalyst on a somewhat larger scale, the reaction of cyclohexenone with phenylboronic acid was performed on a 20 mmol scale and the product 2-phenyl cyclohexanone was isolated in identical yield (83%) to the small-scale reaction (Table 1, entry 5). Thus, the ligands described herein may have practical application in larger scale reactions. Starting materials: ClC=1C(C(=C(C(C1Cl)=O)C#N)C#N)=O (2,3-Dichloro-5,6-dicyano-1,4-benzoquinone), C(C)C=1C(=CN2C=CC(=CC12)OC)C1=CC=C(C=C1)OC (1-ethyl-7-methoxy-2-(4-methoxyphenyl)indolizine), C(C)C=1C(=CN2C=CC(=CC12)OC)C1=CC=C(C=C1)OC (1-ethyl-7-methoxy-2-(4-methoxyphenyl)indolizine), CC(C#C)=O (3-butyn-2-one). The solvent is C1(=CC=CC=C1)C (toluene). Yields the product C(C)(=O)C=1C=C2C(=C(C3=CC(=CC1N23)OC)CC)C2=CC=C(C=C2)OC (4-Acetyl-1-ethyl-6-methoxy-2-(4-methoxyphenyl)pyrrolo[2,1,5-cd]indolizine). Isolated yield 62.3%. Reaction SMILES: [CH2:1]([C:3]1[C:4]([C:14]2[CH:19]=[CH:18][C:17]([O:20][CH3:21])=[CH:16][CH:15]=2)=[CH:5][N:6]2[C:11]=1[CH:10]=[C:9]([O:12][CH3:13])[CH:8]=[CH:7]2)[CH3:2].[CH3:22][C:23](=[O:26])[C:24]#[CH:25].ClC1C(=O)C(C#N)=C(C#N)C(=O)C=1Cl>C1(C)C=CC=CC=1>[C:23]([C:24]1[CH:25]=[C:5]2[N:6]3[C:11](=[CH:10][C:9]([O:12][CH3:13])=[CH:8][C:7]=13)[C:3]([CH2:1][CH3:2])=[C:4]2[C:14]1[CH:19]=[CH:18][C:17]([O:20][CH3:21])=[CH:16][CH:15]=1)(=[O:26])[CH3:22]. Reported procedure: A solution of 1-ethyl-7-methoxy-2-(4-methoxyphenyl)indolizine (Compound 3) (2.0 g, 7.11 mmol) in 65 ml of toluene was stirred in an ice bath, while 3-butyn-2-one (0.64 ml, 8.17 mmol) was added dropwise. The cooling source was removed and stirring was continued for twenty hours. 2,3-Dichloro-5,6-dicyano-1,4-benzoquinone (1.73 g, 7.61 mmol) was added in portions and stirring was continued for twenty hours. The solvent was evaporated and the residue chromatographed over aluminium oxide with heptane...